This data is from the Open Reaction Database (ORD), a public repository of structured organic reaction records. The task is: describe an organic reaction: reactants, conditions, products, and yield Reactants: CC1=CC=C(S1)C[C@H](N)C(=O)O (β-(5-Methylthiophen-2-yl)alanine), [OH-].[Na+] (sodium hydroxide), C(CCC)N=C=O (n-butylisocyanate). Conditions: temperature 0 celsius, time 8 hour. The product is C(CCC)N1C(NC(C1=O)CC=1SC(=CC1)C)=O (3-n-Butyl-5-(5-Methylthiophen-2-yl methyl) hydantoin). RXN SMILES: [CH3:1][C:2]1[S:6][C:5]([CH2:7][C@@H:8]([C:10]([OH:12])=O)[NH2:9])=[CH:4][CH:3]=1.[OH-].[Na+].[CH2:15]([N:19]=[C:20]=[O:21])[CH2:16][CH2:17][CH3:18]>>[CH2:15]([N:19]1[C:10](=[O:12])[CH:8]([CH2:7][C:5]2[S:6][C:2]([CH3:1])=[CH:3][CH:4]=2)[NH:9][C:20]1=[O:21])[CH2:16][CH2:17][CH3:18] |f:1.2|. Reported procedure: DL-β-(5-Methylthiophen-2-yl)alanine (4.1 g; 0.022 mole) was dissolved in 2 N sodium hydroxide solution (11 ml; 0.022 mole), cooled to 0° C. and n-butylisocyanate (3.75 ml; 0.033 mole) added gradually maintaining the temperature at 0° C. for 2 hours. The mixture was allowed to come to room temperature and stirred overnight. The mixture was filtered (solid discarded) and the filtrate washed with ether. The washed filtrate was acidified with concentrated hydrochloric acid (11 ml) and heated on a st... Reactants: C(C)(C)(C)OC(=O)N1C[C@@H](C[C@@H](C1)N(CC(C)C)C(=O)C1=NC2=C(N1CCCCOC)C=CC=C2OC)C(=O)O ((3R,5S)-1-(tert-Butoxycarbonyl)-5-{{{4-methoxy-1-(4-methoxybutyl)-1H-benzimidazol-2-yl}carbonyl}(2-methylpropyl)amino}piperidine-3-carboxylic acid), N1CCCCC1 (piperidine), C=1C=CC2=C(C1)N=NN2O (HOBt), CCN=C=NCCCN(C)C.Cl (WSC.HCl). Run in CN(C)C=O (DMF), C(C)N(CC)CC (triethylamine). Reaction conditions: temperature 50 celsius, time 1 hour. Product: COC1=CC=CC=2N(C(=NC21)C(=O)N([C@@H]2CN(C[C@@H](C2)C(=O)N2CCCCC2)C(=O)OC(C)(C)C)CC(C)C)CCCCOC (tert-butyl (3S,5R)-3-{{{4-methoxy-1-(4-methoxybutyl)-1H-benzimidazol-2-yl}carbonyl}(2-methylpropyl)amino}-5-(piperidin-1-ylcarbonyl)piperidine-1-carboxylate). RXN SMILES: [C:1]([O:5][C:6]([N:8]1[CH2:13][C@@H:12]([N:14]([C:19]([C:21]2[N:25]([CH2:26][CH2:27][CH2:28][CH2:29][O:30][CH3:31])[C:24]3[CH:32]=[CH:33][CH:34]=[C:35]([O:36][CH3:37])[C:23]=3[N:22]=2)=[O:20])[CH2:15][CH:16]([CH3:18])[CH3:17])[CH2:11][C@@H:10]([C:38]([OH:40])=O)[CH2:9]1)=[O:7])([CH3:4])([CH3:3])[CH3:2].[NH:41]1[CH2:46][CH2:45][CH2:44][CH2:43][CH2:42]1.C1C=CC2N(O)N=NC=2C=1.CCN=C=NCCCN(C)C.Cl>CN(C=O)C.C(N(CC)CC)C>[CH3:37][O:36][C:35]1[C:23]2[N:22]=[C:21]([C:19]([N:14]([CH2:15][CH:16]([CH3:18])[CH3:17])[C@H:12]3[CH2:11][C@@H:10]([C:38]([N:41]4[CH2:46][CH2:45][CH2:44][CH2:43][CH2:42]4)=[O:40])[CH2:9][N:8]([C:6]([O:5][C:1]([CH3:2])([CH3:3])[CH3:4])=[O:7])[CH2:13]3)=[O:20])[N:25]([CH2:26][CH2:27][CH2:28][CH2:29][O:30][CH3:31])[C:24]=2[CH:32]=[CH:33][CH:34]=1 |f:3.4|. Procedure details: (3R,5S)-1-(tert-Butoxycarbonyl)-5-{{{4-methoxy-1-(4-methoxybutyl)-1H-benzimidazol-2-yl}carbonyl}(2-methylpropyl)amino}piperidine-3-carboxylic acid (205 mg), piperidine (69 μl), HOBt (40 mg) and triethylamine (140 μl) were dissolved in DMF (10 ml), WSC.HCl (134 mg) was added, and the mixture was stirred at 50° C. for 1 hr. The reaction mixture was concentrated under reduced pressure, diluted with saturated aqueous sodium hydrogen carbonate, and the mixture was extracted with ethyl acetate. The ex... Reactants: C1(=CC=CC=C1)COC1=CC=C(C(=O)O)C=C1 (4-(Phenylmethoxy)benzoic acid), esters, amines, Benzyl esters, methyl esters, C(C1=CC=CC=C1)N(C)C (benzyldimethylamine), OC1=CC=C(C(=O)O)C=C1 (4-hydroxybenzoic acid), ClCC1=CC=CC=C1 (chloromethylbenzene), C([O-])([O-])=O.[K+].[K+] (potassium carbonate), [I-].[Na+] (sodium iodide). As a reaction SMILES: [C:1]1([CH2:7][O:8][C:9]2[CH:17]=[CH:16][C:12]([C:13]([OH:15])=[O:14])=[CH:11][CH:10]=2)[CH:6]=[CH:5][CH:4]=[CH:3][CH:2]=1.[CH2:18](N(C)C)[C:19]1[CH:24]=[CH:23][CH:22]=[CH:21][CH:20]=1.OC1C=CC(C(O)=O)=CC=1.ClCC1C=CC=CC=1.C(=O)([O-])[O-].[K+].[K+].[I-].[Na+]>C(#N)C>[C:1]1([CH2:7][O:8][C:9]2[CH:10]=[CH:11][C:12]([C:13]([O:15][CH2:18][C:19]3[CH:24]=[CH:23][CH:22]=[CH:21][CH:20]=3)=[O:14])=[CH:16][CH:17]=2)[CH:2]=[CH:3][CH:4]=[CH:5][CH:6]=1 |f:4.5.6,7.8|. The product is C1(=CC=CC=C1)COC1=CC=C(C(=O)OCC2=CC=CC=C2)C=C1 (phenylmethyl 4-(phenylmethoxy)benzoate). The yield is 76.0%. Procedure details: 4-(Phenylmethoxy)benzoic acid. In a modification of the literature method [E. L. Elied, R. P. Anderson, Reactions of esters with targeting amines. I. Benzyl esters from methyl esters and benzyldimethylamine, J. Am. Chem. Soc., 1952, 74, 547-549] a mixture of 4-hydroxybenzoic acid (27.6 g, 200 mmol), chloromethylbenzene (57.0 g, 450 mmol), potassium carbonate (50 g) and sodium iodide (25 g) was boiled under reflux in acetonitrile (500 mL) for 16 h. The suspension was filtered and the solvent was ... Run in C(C)#N (acetonitrile). Reactants: BrC1=NN2C(C(=CC=C2)OC2=CC(=CC=C2)Cl)=N1 (2-bromo-8-(3-chlorophenoxy)-[1,2,4]triazolo[1,5-a]pyridine), CC1=NN=C(O1)N1CCC(CC1)N (1-(5-methyl-[1,3,4]oxadiazol-2-yl)-piperidin-4-ylamine). Product: ClC=1C=C(OC=2C=3N(C=CC2)N=C(N3)NC3CCN(CC3)C=3OC(=NN3)C)C=CC1 ([8-(3-Chloro-phenoxy)-[1,2,4]triazolo[1,5-a]pyridin-2-yl]-[1-(5-methyl-[1,3,4]oxadiazol-2-yl)-piperidin-4-yl]-amine). Reaction SMILES: Br[C:2]1[N:18]=[C:5]2[C:6]([O:10][C:11]3[CH:16]=[CH:15][CH:14]=[C:13]([Cl:17])[CH:12]=3)=[CH:7][CH:8]=[CH:9][N:4]2[N:3]=1.[CH3:19][C:20]1[O:24][C:23]([N:25]2[CH2:30][CH2:29][CH:28]([NH2:31])[CH2:27][CH2:26]2)=[N:22][N:21]=1>>[Cl:17][C:13]1[CH:12]=[C:11]([CH:16]=[CH:15][CH:14]=1)[O:10][C:6]1[C:5]2[N:4]([N:3]=[C:2]([NH:31][CH:28]3[CH2:29][CH2:30][N:25]([C:23]4[O:24][C:20]([CH3:19])=[N:21][N:22]=4)[CH2:26][CH2:27]3)[N:18]=2)[CH:9]=[CH:8][CH:7]=1. Procedure: Prepared in analogy to example 66f employing 2-bromo-8-(3-chlorophenoxy)-[1,2,4]triazolo[1,5-a]pyridine (see example 152a) and 1-(5-methyl-[1,3,4]oxadiazol-2-yl)-piperidin-4-ylamine (see example 40b). The title compound was obtained as yellow oil. The reactants are C(C)(C)(C)OC(N(CCC(C)C)CC1=CC(=C(C(=C1)F)OC1=CC(=C(C=C1)C(N)=O)O)F)=O ([4-(4-Carbamoyl-3-hydroxy-phenoxy)-3,5-difluoro-benzyl]-(3-methyl-butyl)-carbamic acid tert-butyl ester), Cl (hydrogen chloride). Run in ClCCl (dichloromethane), O1CCOCC1 (dioxane). Run at time 24 hour. The product is FC1=C(OC2=CC(=C(C(=O)N)C=C2)O)C(=CC(=C1)CNCCC(C)C)F (4-(2,6-difluoro-4-{[(3-methybutyl)amino]methyl}phenoxy)-2-hydroxybenzamide). Reaction SMILES: C(OC(=O)[N:7]([CH2:13][C:14]1[CH:19]=[C:18]([F:20])[C:17]([O:21][C:22]2[CH:27]=[CH:26][C:25]([C:28](=[O:30])[NH2:29])=[C:24]([OH:31])[CH:23]=2)=[C:16]([F:32])[CH:15]=1)[CH2:8][CH2:9][CH:10]([CH3:12])[CH3:11])(C)(C)C.Cl>ClCCl.O1CCOCC1>[F:20][C:18]1[CH:19]=[C:14]([CH2:13][NH:7][CH2:8][CH2:9][CH:10]([CH3:11])[CH3:12])[CH:15]=[C:16]([F:32])[C:17]=1[O:21][C:22]1[CH:27]=[CH:26][C:25]([C:28]([NH2:29])=[O:30])=[C:24]([OH:31])[CH:23]=1. Procedure: [4-(4-Carbamoyl-3-hydroxy-phenoxy)-3,5-difluoro-benzyl]-(3-methyl-butyl)-carbamic acid tert-butyl ester (I-1e-3: 0.8 g) was dissolved in 5 mL of dichloromethane and treated with 2.5 ml of a 4.0 M hydrogen chloride solution in dioxane. After stirring 24 hours at room temperature, the volatiles were removed under reduced pressure and the resulting crude material was suspended in methanol, heated at reflux for 20 minutes, and stirred overnight at room temperature. The resulting slurry was collect v...